This data is from the Open Reaction Database (ORD), a public repository of structured organic reaction records. The task is: describe an organic reaction: reactants, conditions, products, and yield Yields the product O=C(Nc1ccccc1)Nc1ccc(C(=O)N2CCN(Cc3ccc(C(O)(C(F)(F)F)C(F)(F)F)cc3)CC2)cc1F. Reaction SMILES: [NH2:1][c:2]1[c:3]([F:33])[cH:4][c:5]([C:8](=[O:9])[N:10]2[CH2:11][CH2:12][N:13]([CH2:16][c:17]3[cH:18][cH:19][c:20]([C:23]([C:24]([F:25])([F:26])[F:27])([C:28]([F:29])([F:30])[F:31])[OH:32])[cH:21][cH:22]3)[CH2:14][CH2:15]2)[cH:6][cH:7]1.[O:34]=[C:35]=[N:36][c:37]1[cH:38][cH:39][cH:40][cH:41][cH:42]1>>[NH:1]([c:2]1[c:3]([F:33])[cH:4][c:5]([C:8](=[O:9])[N:10]2[CH2:11][CH2:12][N:13]([CH2:16][c:17]3[cH:18][cH:19][c:20]([C:23]([C:24]([F:25])([F:26])[F:27])([C:28]([F:29])([F:30])[F:31])[OH:32])[cH:21][cH:22]3)[CH2:14][CH2:15]2)[cH:6][cH:7]1)[C:35](=[O:34])[NH:36][c:37]1[cH:38][cH:39][cH:40][cH:41][cH:42]1. Starting materials: Nc1ccc(C(=O)N2CCN(Cc3ccc(C(O)(C(F)(F)F)C(F)(F)F)cc3)CC2)cc1F, O=C=Nc1ccccc1. Reactants: COC=1C=C(C=C(C1)OC)C1=CC=C(C=2N=CC(=NC12)O)C#N (8-(3,5-dimethoxy-phenyl)-2-hydroxy-quinoxaline-5-carbonitrile), O=P(Cl)(Cl)Cl (POCl3). Reaction conditions: temperature 120 celsius, time 3 hour. The product is ClC1=NC=2C(=CC=C(C2N=C1)C#N)C1=CC(=CC(=C1)OC)OC (2-Chloro-8-(3,5-dimethoxy-phenyl)-quinoxaline-5-carbonitrile). Reaction SMILES: [CH3:1][O:2][C:3]1[CH:4]=[C:5]([C:11]2[C:20]3[N:19]=[C:18](O)[CH:17]=[N:16][C:15]=3[C:14]([C:22]#[N:23])=[CH:13][CH:12]=2)[CH:6]=[C:7]([O:9][CH3:10])[CH:8]=1.O=P(Cl)(Cl)[Cl:26]>>[Cl:26][C:18]1[CH:17]=[N:16][C:15]2[C:14]([C:22]#[N:23])=[CH:13][CH:12]=[C:11]([C:5]3[CH:4]=[C:3]([O:2][CH3:1])[CH:8]=[C:7]([O:9][CH3:10])[CH:6]=3)[C:20]=2[N:19]=1. Reported procedure: A mixture of 8-(3,5-dimethoxy-phenyl)-2-hydroxy-quinoxaline-5-carbonitrile (Step 85.5) (100 mg, 0.33 mmol) and POCl3 (1 mL) was stirred at 120° C. for 3 h, allowed to cool to rt and concentrated. The residue was diluted with DCM/NaHCO3 saturated aqueous solution and extracted with DCM. The organic phase was washed with H2O and brine, dried (Na2SO4), filtered and concentrated. The crude product was purified by silica gel column chromatography (Hex/EtOAc, 7:3) to afford 90 mg of the title compound... The reactants are C(C)(=O)OCC=1C(=NC=CC1C1=CN(C(C(=C1)NC1=NN2C(CN(CC2)C)=C1)=O)C)N1C(C=2N(C=3CCCCC3C2)CC1)=O ((4-(1-Methyl-5-(5-methyl-4,5,6,7-tetrahydropyrazolo[1,5-a]pyrazin-2-ylamino)-6-oxo-1,6-dihydropyridin-3-yl)-2-(1-oxo-3,4,6,7,8,9-hexahydropyrazino[1,2-a]indol-2(1H)-yl)pyridin-3-yl)methyl acetate), C(C)(=O)OCC=1C(=NC=CC1B1OC(C(O1)(C)C)(C)C)N1C(C=2N(C=3CCCCC3C2)CC1)=O ((2-(1-Oxo-3,4,6,7,8,9-hexahydropyrazino[1,2-a]indol-2(1H)-yl)-4-(4,4,5,5-tetramethyl-1,3,2-dioxaborolan-2-yl)pyridin-3-yl)methyl acetate), BrC=1C=C(C(N(C1)C)=O)NC1=NN2C(CN(CC2)C2COC2)=C1 (5-Bromo-1-methyl-3-(5-(oxetan-3-yl)-4,5,6,7-tetrahydropyrazolo[1,5-a]pyrazin-2-ylamino)pyridin-2(1H)-one). Product: C(C)(=O)OCC=1C(=NC=CC1C1=CN(C(C(=C1)NC1=NN2C(CN(CC2)C2COC2)=C1)=O)C)N1C(C=2N(C=3CCCCC3C2)CC1)=O ((4-(1-Methyl-5-(5-(oxetan-3-yl)-4,5,6,7-tetrahydropyrazolo[1,5-a]pyrazin-2-ylamino)-6-oxo-1,6-dihydropyridin-3-yl)-2-(1-oxo-3,4,6,7,8,9-hexahydropyrazino[1,2-a]indol-2(1H)-yl)pyridin-3-yl)methyl Acetate). Yield: 60.0%. RXN SMILES: [C:1]([O:4][CH2:5][C:6]1[C:7]([N:31]2[CH2:43][CH2:42][N:34]3[C:35]4[CH2:36][CH2:37][CH2:38][CH2:39][C:40]=4[CH:41]=[C:33]3[C:32]2=[O:44])=[N:8][CH:9]=[CH:10][C:11]=1[C:12]1[CH:17]=[C:16]([NH:18][C:19]2[CH:28]=[C:22]3[CH2:23][N:24]([CH3:27])[CH2:25][CH2:26][N:21]3[N:20]=2)[C:15](=[O:29])[N:14]([CH3:30])[CH:13]=1)(=[O:3])[CH3:2].[C:45]([O:48][CH2:49]C1C(N2CCN3C4CCCCC=4C=C3C2=O)=NC=CC=1B1OC(C)(C)C(C)(C)O1)(=O)C.BrC1C=C(NC2C=C3CN(C4COC4)CCN3N=2)C(=O)N(C)C=1>>[C:1]([O:4][CH2:5][C:6]1[C:7]([N:31]2[CH2:43][CH2:42][N:34]3[C:35]4[CH2:36][CH2:37][CH2:38][CH2:39][C:40]=4[CH:41]=[C:33]3[C:32]2=[O:44])=[N:8][CH:9]=[CH:10][C:11]=1[C:12]1[CH:17]=[C:16]([NH:18][C:19]2[CH:28]=[C:22]3[CH2:23][N:24]([CH:27]4[CH2:49][O:48][CH2:45]4)[CH2:25][CH2:26][N:21]3[N:20]=2)[C:15](=[O:29])[N:14]([CH3:30])[CH:13]=1)(=[O:3])[CH3:2]. Procedure details: Following the procedures as described for compound 113j, 3-(acetoxymethyl)-2-(1-oxo-3,4,6,7,8,9-hexahydropyrazino[1,2-a]indol-2(1H)-yl)pyridin-4-ylboronic acid 113i (200 mg, 0.52 mmol) and 125i (198 mg, 0.52 mmol) were reacted to give 125j as a yellow solid (200 mg, 60%). LCMS: [M+H]+ 639 RXN SMILES: [S:15]1[CH2:16][CH2:17]1.[S:1]1[CH:2]([CH:4]=[CH:5][CH2:6][CH2:7][CH2:8][CH2:9][C:10](=[O:11])[O:12][CH2:13][CH3:14])[CH2:3]1.[cH:18]1[cH:19][cH:20][cH:21][cH:22][cH:23]1>>[S:1]1[CH2:3][CH:2]=[CH:4][CH:5]1[CH2:6][CH2:7][CH2:8][CH2:9][C:10](=[O:11])[O:12][CH2:13][CH3:14]. Yields the product CCOC(=O)CCCCC1C=CCS1. Starting materials: C1CS1, CCOC(=O)CCCCC=CC1CS1, c1ccccc1. Starting materials: COC1=NC=NC(=C1NC(=S)N)OC (N-(4,6-dimethoxy-5-pyrimidyl)-thiourea), CC[O-].[Na+] (sodium-ethylate solution). The product is C(C)OC1=NC=NC(=C1NC(=S)N)OC (N-(4-ethoxy-6-methoxy-5-pyrimidyl)-thiourea). Isolated yield 56.4%. RXN SMILES: [CH3:1][O:2][C:3]1[C:8]([NH:9][C:10]([NH2:12])=[S:11])=[C:7]([O:13][CH3:14])[N:6]=[CH:5][N:4]=1.[CH3:15]C[O-].[Na+]>>[CH2:1]([O:2][C:3]1[C:8]([NH:9][C:10]([NH2:12])=[S:11])=[C:7]([O:13][CH3:14])[N:6]=[CH:5][N:4]=1)[CH3:15] |f:1.2|. Procedure details: 3.0 g N-(4,6-dimethoxy-5-pyrimidyl)-thiourea are mixed with a sodium-ethylate solution (0.317 g sodium in 30 ml absolute ethanol) and heated for 3 hours under reflux. After cooling the mixture is neutralized. The reaction product is vacuum treated and purified chromatographically on silica gel (developer; chloroform/methanol 95:5). 0.6 g N-(4-ethoxy-6-methoxy-5-pyrimidyl)-thiourea having a melting point of 186° to 187° C. are obtained. Reactants: C1(CC1)C=1C(=C2C(=NC1)N(N=C2)CC2=CC=C(C=C2)OC)N2CCN(CC2)C(=O)OC(C)(C)C (tert-Butyl 4-(5-cyclopropyl-1-(4-methoxybenzyl)-1H-pyrazolo[3,4-b]pyridin-4-yl)piperazine-1-carboxylate), C(=O)(C(F)(F)F)O.C(Cl)Cl (TFA CH2Cl2). Yields the product OC(=O)C(F)(F)F.C1(CC1)C=1C(=C2C(=NC1)N(N=C2)CC2=CC=C(C=C2)OC)N2CCNCC2 (5-cyclopropyl-1-(4-methoxybenzyl)-4-(piperazin-1-yl)-1H-pyrazolo[3,4-b]pyridine TFA salt). Yield: 102.0%. RXN SMILES: [CH:1]1([C:4]2[C:5]([N:22]3[CH2:27][CH2:26][N:25](C(OC(C)(C)C)=O)[CH2:24][CH2:23]3)=[C:6]3[CH:12]=[N:11][N:10]([CH2:13][C:14]4[CH:19]=[CH:18][C:17]([O:20][CH3:21])=[CH:16][CH:15]=4)[C:7]3=[N:8][CH:9]=2)[CH2:3][CH2:2]1.[C:35]([OH:41])([C:37]([F:40])([F:39])[F:38])=[O:36].C(Cl)Cl>>[OH:41][C:35]([C:37]([F:40])([F:39])[F:38])=[O:36].[CH:1]1([C:4]2[C:5]([N:22]3[CH2:23][CH2:24][NH:25][CH2:26][CH2:27]3)=[C:6]3[CH:12]=[N:11][N:10]([CH2:13][C:14]4[CH:15]=[CH:16][C:17]([O:20][CH3:21])=[CH:18][CH:19]=4)[C:7]3=[N:8][CH:9]=2)[CH2:3][CH2:2]1 |f:1.2,3.4|. Reported procedure: tert-Butyl 4-(5-cyclopropyl-1-(4-methoxybenzyl)-1H-pyrazolo[3,4-b]pyridin-4-yl)piperazine-1-carboxylate (275 mg, 0.593 mmol) was treated with 25% TFA/CH2Cl2 for 30 minutes. The solvent was then removed in vacuo, and the residue was evaporated from toluene (3×10 mL) to provide the crude 5-cyclopropyl-1-(4-methoxybenzyl)-4-(piperazin-1-yl)-1H-pyrazolo[3,4-b]pyridine TFA salt (220 mg, 102% yield). LCMS (APCI+) m/z 364.1 (M+H)+, Rt=2.61 minutes.